From a dataset of the Open Reaction Database (ORD), a public repository of structured organic reaction records. describe an organic reaction: reactants, conditions, products, and yield The reactants are CN1CCC(C(C1)C)(C1=CC(=CC=C1)OC)CCC (1,5-dimethyl-4-n-propyl-4-(3-methoxyphenyl)-piperidine), mercuric acetate. Solvent: C(C)(=O)O (acetic acid). The product is CN1C=CC(C(C1)C)(C1=CC(=CC=C1)OC)CCC (1,5-dimethyl-4-n-propyl-4-(3-methoxyphenyl)-1,4,5,6-tetrahydropyridine). RXN SMILES: [CH3:1][N:2]1[CH2:7][CH:6]([CH3:8])[C:5]([CH2:17][CH2:18][CH3:19])([C:9]2[CH:14]=[CH:13][CH:12]=[C:11]([O:15][CH3:16])[CH:10]=2)[CH2:4][CH2:3]1>C(O)(=O)C>[CH3:1][N:2]1[CH2:7][CH:6]([CH3:8])[C:5]([CH2:17][CH2:18][CH3:19])([C:9]2[CH:14]=[CH:13][CH:12]=[C:11]([O:15][CH3:16])[CH:10]=2)[CH:4]=[CH:3]1. Procedure details: Following the procedure set forth in Example 1, 43 g. of 1,5-dimethyl-4-n-propyl-4-(3-methoxyphenyl)-piperidine was reacted with 276 g. of mercuric acetate in 717 ml. of five percent aqueous acetic acid to provide, after purification by distillation, 30.2 g. of 1,5-dimethyl-4-n-propyl-4-(3-methoxyphenyl)-1,4,5,6-tetrahydropyridine. B.P. 126°-138° C. at 0.15 torr. Starting materials: FC(C=1C=C(C=C(C1)C(F)(F)F)C(=O)N1C[C@H]([C@H](CC1)N1CCNCC1)C1=CC=C(C=C1)F)(F)F (rac-cis-(3,5-bis-trifluoromethyl-phenyl)-[3-(4-fluoro-phenyl)-4-piperazin-1-yl-piperidin-1-yl]-methanone), BrCC1CC1 (bromomethyl cyclopropane). Yields the product FC(C=1C=C(C=C(C1)C(F)(F)F)C(=O)N1C[C@H]([C@H](CC1)N1CCN(CC1)CC1CC1)C1=CC=C(C=C1)F)(F)F (Rac-cis-(3,5-Bis-trifluoromethyl-phenyl)-[4-(4-cyclopropylmethyl-piperazin-1-yl)-3-(4-fluoro-phenyl)-piperidin-1-yl]-methanone). As a reaction SMILES: [F:1][C:2]([F:35])([F:34])[C:3]1[CH:4]=[C:5]([C:13]([N:15]2[CH2:20][CH2:19][C@H:18]([N:21]3[CH2:26][CH2:25][NH:24][CH2:23][CH2:22]3)[C@H:17]([C:27]3[CH:32]=[CH:31][C:30]([F:33])=[CH:29][CH:28]=3)[CH2:16]2)=[O:14])[CH:6]=[C:7]([C:9]([F:12])([F:11])[F:10])[CH:8]=1.Br[CH2:37][CH:38]1[CH2:40][CH2:39]1>>[F:11][C:9]([F:10])([F:12])[C:7]1[CH:6]=[C:5]([C:13]([N:15]2[CH2:20][CH2:19][C@H:18]([N:21]3[CH2:22][CH2:23][N:24]([CH2:37][CH:38]4[CH2:40][CH2:39]4)[CH2:25][CH2:26]3)[C@H:17]([C:27]3[CH:28]=[CH:29][C:30]([F:33])=[CH:31][CH:32]=3)[CH2:16]2)=[O:14])[CH:4]=[C:3]([C:2]([F:1])([F:34])[F:35])[CH:8]=1. Procedure details: The title compound, MS: m/e=558.3 (M+H+), was prepared in accordance with the general method of example 35 from rac-cis-(3,5-bis-trifluoromethyl-phenyl)-[3-(4-fluoro-phenyl)-4-piperazin-1-yl-piperidin-1-yl]-methanone and bromomethyl cyclopropane. Reactants: Br, CC(=O)O, COc1cc2c(C(=O)NCc3ccc(F)c(F)c3)c(C(C)C)n(Cc3ccccc3)c2cn1. Product: CC(C)c1c(C(=O)NCc2ccc(F)c(F)c2)c2cc(O)ncc2n1Cc1ccccc1. As a reaction SMILES: [BrH:34].[C:35]([OH:36])(=[O:37])[CH3:38].[CH2:1]([c:2]1[cH:3][cH:4][cH:5][cH:6][cH:7]1)[n:8]1[c:9]([CH:31]([CH3:32])[CH3:33])[c:10]([C:19](=[O:20])[NH:21][CH2:22][c:23]2[cH:24][c:25]([F:30])[c:26]([F:29])[cH:27][cH:28]2)[c:11]2[c:12]1[cH:13][n:14][c:15]([O:17][CH3:18])[cH:16]2>>[CH2:1]([c:2]1[cH:3][cH:4][cH:5][cH:6][cH:7]1)[n:8]1[c:9]([CH:31]([CH3:32])[CH3:33])[c:10]([C:19](=[O:20])[NH:21][CH2:22][c:23]2[cH:24][c:25]([F:30])[c:26]([F:29])[cH:27][cH:28]2)[c:11]2[c:12]1[cH:13][n:14][c:15]([OH:17])[cH:16]2. Yields the product C1(=CC=CC=C1)C1(CCCCC1)C (1-phenyl-1-methylcyclohexane). Reactants: C1=CC=CC=C1 (benzene), 95, S(O)(O)(=O)=O (sulfuric acid), CC1C(CCCC1)O (2-methylcyclohexanol), C1=CC=CC=C1 (benzene). Reported procedure: 940 g (about 12.0 mole) of benzene was charged into a 3 L 4-necked flask and cooled to below 5° C. in an ice bath, followed by the addition of 1080 g (about 10.5 moles) of 95 concentrated sulfuric acid. The mixture was further cooled until the interior of the reaction vessel was cooled to below 5° C., followed by the addition of a mixture of 550 g (about 4.8 moles) of 2-methylcyclohexanol and 400 g (about 3.8 moles) of benzene in droplets over 5 hours. Thereafter, the reaction was continued for ... Isolated yield 107.6%. As a reaction SMILES: [CH:1]1[CH:6]=[CH:5][CH:4]=[CH:3][CH:2]=1.S(=O)(=O)(O)O.[CH3:12][CH:13]1[CH2:18][CH2:17][CH2:16][CH2:15][CH:14]1O>>[C:1]1([C:13]2([CH3:12])[CH2:18][CH2:17][CH2:16][CH2:15][CH2:14]2)[CH:6]=[CH:5][CH:4]=[CH:3][CH:2]=1. Reaction conditions: time 2 hour.